Dataset: the Open Reaction Database (ORD), a public repository of structured organic reaction records. Task: describe an organic reaction: reactants, conditions, products, and yield The reactants are IC1=C(C=C(C=O)C=C1)OC (4-Iodo-3-methoxy-benzaldehyde), C([O-])([O-])=O.[K+].[K+] (potassium carbonate), COP(OC)(=O)C(C(C)=O)=[N+]=[N-] ((1-diazo-2-oxo-propyl)-phosphonic acid dimethyl ester). Run in CO (methanol), CO (MeOH). Run at time 16 hour. Yields the product C(#C)C1=CC(=C(C=C1)I)OC (4-ethynyl-1-iodo-2-methoxy-benzene). The yield is 84.6%. As a reaction SMILES: [I:1][C:2]1[CH:9]=[CH:8][C:5]([CH:6]=O)=[CH:4][C:3]=1[O:10][CH3:11].[C:12](=O)([O-])[O-].[K+].[K+].COP(C(=[N+]=[N-])C(=O)C)(=O)OC>CO>[C:6]([C:5]1[CH:8]=[CH:9][C:2]([I:1])=[C:3]([O:10][CH3:11])[CH:4]=1)#[CH:12] |f:1.2.3|. Reported procedure: 4-Iodo-3-methoxy-benzaldehyde (27.26 g, 104 mmol) and potassium carbonate (28.8 g, 208 mmol) were placed in a 2000-mL flask under nitrogen and methanol (1317 ml) was added. To the yellowish suspension was added (1-diazo-2-oxo-propyl)-phosphonic acid dimethyl ester (23.98 g, 125 mmol) in 20 mL MeOH via syringe. The reaction mixture was stirred at room temperature for 16 h giving a yellow solution. LCMS showed complete conversion to product. The yellow suspension was concentrated down to approxima... Starting materials: [H-].[H-].[H-].[H-].[Li+].[Al+3] (LiAlH4), C(C)OC(=O)C1=COC=C1C1=CC=CC=C1 (ethyl-4-phenyl-3-furoate). Run in O1CCCC1 (tetrahydrofuran). Yields the product C1(=CC=CC=C1)C=1C(=COC1)CO (4-Phenyl-3-furan methanol). Reaction SMILES: [H-].[H-].[H-].[H-].[Li+].[Al+3].C([O:9][C:10]([C:12]1[C:16]([C:17]2[CH:22]=[CH:21][CH:20]=[CH:19][CH:18]=2)=[CH:15][O:14][CH:13]=1)=O)C>O1CCCC1>[C:17]1([C:16]2[C:12]([CH2:10][OH:9])=[CH:13][O:14][CH:15]=2)[CH:18]=[CH:19][CH:20]=[CH:21][CH:22]=1 |f:0.1.2.3.4.5|. Reported procedure: LiAlH4 (1.0M solution in hexane 1.14 ml, 1.14 mmol) was added dropwise to a solution of ethyl-4-phenyl-3-furoate (246 mg, assumed 1.28 mmol) in tetrahydrofuran (20 ml) at 0 degrees under argon. The solution was stirred and was allowed to warm to room temperature gradually over 1/2 hour. The mixture was quenched with saturated ammonium chloride and the organics were extracted into ethyl ether, and washed with H2O. Evaporation of the dried (magnesium sulfate) extracts gave an oil, which was purifi... Reactants: CC(=O)c1ccc(F)cc1Br, CCN(CC)c1ccc2OC(=O)C(=Cc2c1)c3sc4ccccc4n3. Reagents/catalysts: CCN(C(C)C)C(C)C, C1(C2=NC=CC=C2)=CC=CC=C1, C1(C2=NC=CC=C2)=CC=CC=N1, O.Cl[Ir](Cl)Cl. The solvent is CS(=O)C, CN(C)C=O. Run at time 5 hour. The product is CC(=O)c1ccc(F)cc1, [Br-].CCN(CC)c1ccc2OC(=O)C(=Cc2c1)c3sc4ccccc4[nH+]3. Reactants: C(=O)(N1C=NC=C1)N1C=NC=C1 (1,1'-carbonyldiimidazole), NCCN1CCCCCC1 (N-(2-aminoethyl)homopiperidine), Cl (hydrochloride), C1(=CC=CC=C1)N1CCNCC1 (1-phenylpiperazine), Cl (hydrogen chloride). The solvent is O1CCCC1 (tetrahydrofuran), O1CCCC1 (THF), O1CCCC1 (THF). Run at time 1.5 hour. The product is Cl.N1(CCCCCC1)CCNC(=O)N1CCN(CC1)C1=CC=CC=C1 (N-[2-(Hexahydro-1H-azepin-1-yl)ethyl]-4-phenyl-1-piperazinecarboxamide hydrochloride). Yield: 53.0%. Reaction SMILES: [C:1](N1C=CN=C1)(N1C=CN=C1)=[O:2].[NH2:13][CH2:14][CH2:15][N:16]1[CH2:22][CH2:21][CH2:20][CH2:19][CH2:18][CH2:17]1.[C:23]1([N:29]2[CH2:34][CH2:33][NH:32][CH2:31][CH2:30]2)[CH:28]=[CH:27][CH:26]=[CH:25][CH:24]=1.[ClH:35]>O1CCCC1>[ClH:35].[N:16]1([CH2:15][CH2:14][NH:13][C:1]([N:32]2[CH2:33][CH2:34][N:29]([C:23]3[CH:28]=[CH:27][CH:26]=[CH:25][CH:24]=3)[CH2:30][CH2:31]2)=[O:2])[CH2:22][CH2:21][CH2:20][CH2:19][CH2:18][CH2:17]1 |f:5.6|. Procedure: To a solution of 5.0 g (0.03 mole) of 1,1'-carbonyldiimidazole in 75 ml of tetrahydrofuran (THF) was added a solution of 4.0 g (0.028 mole) of N-(2-aminoethyl)homopiperidine in 75 ml of THF, and the reaction mixture was stirred at ambient temperature for 1.5 hr. A solution of 5.0 g (0.03 mole) of 1-phenylpiperazine in 50 ml of THF was added, and the reaction mixture was heated at reflux for 20 hr. The solution was concentrated under reduced pressure, and the residue was dissolved in 150 ml of be...